Dataset: the Open Reaction Database (ORD), a public repository of structured organic reaction records. Task: describe an organic reaction: reactants, conditions, products, and yield The reactants are C(Cl)(Cl)Cl (chloroform), BrC1=NC=CC(=C1)CN(C(=O)C=1N=CN(C1)C)C(C)C (N-[(2-bromopyridin-4-yl)methyl]-1-methyl-N-(propan-2-yl)-1H-imidazole-4-carboxamide), FC(OC1=CC=C(C=C1)B(O)O)(F)F (4-trifluoromethoxyphenylboronic acid), C([O-])([O-])=O.[K+].[K+] (potassium carbonate), CN(C=O)C (dimethylformamide). Reagents/catalysts: C=1C=CC(=CC1)[P](C=2C=CC=CC2)(C=3C=CC=CC3)[Pd]([P](C=4C=CC=CC4)(C=5C=CC=CC5)C=6C=CC=CC6)([P](C=7C=CC=CC7)(C=8C=CC=CC8)C=9C=CC=CC9)[P](C=1C=CC=CC1)(C=1C=CC=CC1)C=1C=CC=CC1 (tetrakis(triphenylphosphine)palladium). The solvent is C(C)O (ethanol). Run at temperature 150 celsius. Yields the product Cl.Cl.CN1C=NC(=C1)C(=O)N(CC1=CC(=NC=C1)C1=CC=C(C=C1)OC(F)(F)F)C(C)C (1-Methyl-N-(propan-2-yl)-N-({2-[4-(trifluoromethoxy)phenyl]pyridin-4-yl}methyl)-1H-imidazole-4-carboxamide dihydrochloride). RXN SMILES: Br[C:2]1[CH:7]=[C:6]([CH2:8][N:9]([CH:18]([CH3:20])[CH3:19])[C:10]([C:12]2[N:13]=[CH:14][N:15]([CH3:17])[CH:16]=2)=[O:11])[CH:5]=[CH:4][N:3]=1.[F:21][C:22]([F:34])([F:33])[O:23][C:24]1[CH:29]=[CH:28][C:27](B(O)O)=[CH:26][CH:25]=1.C(=O)([O-])[O-].[K+].[K+].CN(C)C=O.C(Cl)(Cl)[Cl:47]>C1C=CC([P]([Pd]([P](C2C=CC=CC=2)(C2C=CC=CC=2)C2C=CC=CC=2)([P](C2C=CC=CC=2)(C2C=CC=CC=2)C2C=CC=CC=2)[P](C2C=CC=CC=2)(C2C=CC=CC=2)C2C=CC=CC=2)(C2C=CC=CC=2)C2C=CC=CC=2)=CC=1.C(O)C>[ClH:47].[ClH:47].[CH3:17][N:15]1[CH:16]=[C:12]([C:10]([N:9]([CH:18]([CH3:20])[CH3:19])[CH2:8][C:6]2[CH:5]=[CH:4][N:3]=[C:2]([C:27]3[CH:26]=[CH:25][C:24]([O:23][C:22]([F:21])([F:33])[F:34])=[CH:29][CH:28]=3)[CH:7]=2)=[O:11])[N:13]=[CH:14]1 |f:2.3.4,9.10.11,^1:53,55,74,93|. Reported procedure: A mixture of N-[(2-bromopyridin-4-yl)methyl]-1-methyl-N-(propan-2-yl)-1H-imidazole-4-carboxamide (100 mg), 4-trifluoromethoxyphenylboronic acid (122 mg), tetrakis(triphenylphosphine)palladium (34 mg), potassium carbonate (82 mg), dimethylformamide (1.2 mL) and ethanol (0.4 mL) was stirred under irradiation with microwave while heating at 150° C. for 30 min. After diluting with chloroform, the mixture was washed with water and further extracted with chloroform. The organic phase was separated out... Reactants: CCN(CC)c1ccccc1, O=C(Cl)OCc1ccccc1, ClCCl. Yields the product NC(=O)OCc1ccccc1. As a reaction SMILES: [CH2:1]([N:3]([CH2:2][CH3:4])[c:5]1[cH:6][cH:7][cH:8][cH:9][cH:10]1)[CH3:11].[Cl:12][C:13](=[O:14])[O:15][CH2:16][c:17]1[cH:18][cH:19][cH:20][cH:21][cH:22]1.[Cl:23][CH2:24][Cl:25]>>[NH2:3][C:13](=[O:14])[O:15][CH2:16][c:17]1[cH:18][cH:19][cH:20][cH:21][cH:22]1. Starting materials: C#Cc1cccnc1C(C)(C)C#N, [Li]CCCC, C1CCOC1, CO, CCOC(C)=O, CCCCCC, CC(C)NC(C)C, CCOC(=O)Cl, O. Product: CCOC(=O)C#Cc1cccnc1C(C)(C)C#N. Reaction SMILES: [C:13](#[CH:14])[c:15]1[c:16]([C:21]([C:22]#[N:23])([CH3:24])[CH3:25])[n:17][cH:18][cH:19][cH:20]1.[CH2:1]([Li:2])[CH2:3][CH2:4][CH3:5].[CH2:32]1[O:33][CH2:34][CH2:35][CH2:36]1.[CH3:38][OH:39].[CH3:40][CH2:41][O:42][C:43]([CH3:44])=[O:45].[CH3:46][CH2:47][CH2:48][CH2:49][CH2:50][CH3:51].[CH:6]([NH:7][CH:8]([CH3:9])[CH3:10])([CH3:11])[CH3:12].[Cl:26][C:27](=[O:28])[O:29][CH2:30][CH3:31].[OH2:37]>>[C:13](#[C:14][C:27](=[O:28])[O:29][CH2:30][CH3:31])[c:15]1[c:16]([C:21]([C:22]#[N:23])([CH3:24])[CH3:25])[n:17][cH:18][cH:19][cH:20]1. Starting materials: CC(=O)O[BH-](OC(C)=O)OC(C)=O, CC(=O)[O-], COC(=O)C1(C=O)CC1, ClCCl, Cl, NC1CCC(F)(F)C1, [Na+], [Na+]. Yields the product COC(=O)C1(CNC2CCC(F)(F)C2)CC1. Reaction SMILES: [C:24]([O:25][BH-:26]([O:27][C:28](=[O:29])[CH3:30])[O:31][C:32](=[O:33])[CH3:34])(=[O:35])[CH3:36].[CH3:20][C:21](=[O:22])[O-:23].[CH:1](=[O:2])[C:3]1([C:6](=[O:7])[O:8][CH3:9])[CH2:4][CH2:5]1.[Cl:38][CH2:39][Cl:40].[ClH:10].[F:11][C:12]1([F:18])[CH2:13][CH:14]([NH2:17])[CH2:15][CH2:16]1.[Na+:19].[Na+:37]>>[CH2:1]([C:3]1([C:6](=[O:7])[O:8][CH3:9])[CH2:4][CH2:5]1)[NH:17][CH:14]1[CH2:13][C:12]([F:11])([F:18])[CH2:16][CH2:15]1. Starting materials: CCOC(=O)c1coc2ccc(-c3nnc(C)o3)cc12, CCO. Product: Cc1nnc(-c2ccc3occ(C(=O)O)c3c2)o1. As a reaction SMILES: [CH3:1][c:2]1[n:3][n:4][c:5](-[c:7]2[cH:8][cH:9][c:10]3[c:11]([c:12]([C:15](=[O:16])[O:17][CH2:18][CH3:19])[cH:13][o:14]3)[cH:20]2)[o:6]1.[CH3:21][CH2:22][OH:23]>>[CH3:1][c:2]1[n:3][n:4][c:5](-[c:7]2[cH:8][cH:9][c:10]3[c:11]([c:12]([C:15](=[O:16])[OH:17])[cH:13][o:14]3)[cH:20]2)[o:6]1.